This data is from the Open Reaction Database (ORD), a public repository of structured organic reaction records. The task is: describe an organic reaction: reactants, conditions, products, and yield Product: BrC1=C(C=CC(=C1)C(C)C)N1CC(NC=2C(=NC(=NC12)C)C(C(=O)OCC)C(=O)OCC)=O (Diethyl 2-[8-(2-bromo-4-isopropylphenyl)-2-methyl-6-oxo-5,6,7,8-tetrahydropteridin-4-yl]malonate). Run at temperature 0 celsius. The reactants are C(CC(=O)OCC)(=O)OCC (diethyl malonate), [H][H] (hydrogen), BrC1=C(C=CC(=C1)C(C)C)N1CC(NC=2C(=NC(=NC12)C)Cl)=O (8-(2-bromo-4-isopropylphenyl)-4-chloro-2-methyl-5,6,7,8-tetrahydropteridin-6-one). Procedure: Sodium hydride suspension in mineral oil was washed with hexane and dried under vacuum, then taken up in tetrahydrofuran. This mixture is cooled to 0° C., and treated with diethyl malonate (1.1 eq.). After the evolution of hydrogen gas is complete, the resulting solution is treated with 8-(2-bromo-4-isopropylphenyl)-4-chloro-2-methyl-5,6,7,8-tetrahydropteridin-6-one (see Example SF445, Part A, below; 1.0 eq.). The solution is heated to reflux until thin-layer chromatography shows the consumption... RXN SMILES: [C:1]([O:9][CH2:10][CH3:11])(=[O:8])[CH2:2][C:3]([O:5][CH2:6][CH3:7])=[O:4].[H][H].[Br:14][C:15]1[CH:20]=[C:19]([CH:21]([CH3:23])[CH3:22])[CH:18]=[CH:17][C:16]=1[N:24]1[C:33]2[N:32]=[C:31]([CH3:34])[N:30]=[C:29](Cl)[C:28]=2[NH:27][C:26](=[O:36])[CH2:25]1>>[Br:14][C:15]1[CH:20]=[C:19]([CH:21]([CH3:23])[CH3:22])[CH:18]=[CH:17][C:16]=1[N:24]1[C:33]2[N:32]=[C:31]([CH3:34])[N:30]=[C:29]([CH:2]([C:3]([O:5][CH2:6][CH3:7])=[O:4])[C:1]([O:9][CH2:10][CH3:11])=[O:8])[C:28]=2[NH:27][C:26](=[O:36])[CH2:25]1. The reactants are CCC(CC)(CC)C([O-])([O-])[O-], Cc1ccccc1, O=C(O)c1cc(Cl)ncc1[N+](=O)[O-], Cl. Yields the product CCOC(=O)c1cc(Cl)ncc1[N+](=O)[O-]. Reaction SMILES: [CH2:14]([CH3:15])[C:16]([CH2:17][CH3:18])([CH2:19][CH3:20])[C:21]([O-:22])([O-:23])[O-:24].[CH3:26][c:27]1[cH:28][cH:29][cH:30][cH:31][cH:32]1.[Cl:1][c:2]1[cH:3][c:4]([C:5](=[O:6])[OH:7])[c:8]([N+:11](=[O:12])[O-:13])[cH:9][n:10]1.[ClH:25]>>[Cl:1][c:2]1[cH:3][c:4]([C:5](=[O:6])[O:7][CH2:14][CH3:15])[c:8]([N+:11](=[O:12])[O-:13])[cH:9][n:10]1.